From a dataset of the Open Reaction Database (ORD), a public repository of structured organic reaction records. describe an organic reaction: reactants, conditions, products, and yield The reactants are N1=CC=CC=C1 (pyridine), O (water), C(C)C(C(=O)Cl)CC (2-ethyl-butyryl chloride), FC(C=1C=C(CN(C=2N=NN(N2)C)[C@H]2CCCNC=3C2=CC=2COCC2C3)C=C(C1)C(F)(F)F)(F)F ((S)-(3,5-Bis-trifluoromethyl-benzyl)-(3,5,6,7,8,9-hexahydro-1H-2-oxa-5-aza-cyclohepta[f]inden-9-yl)-(2-methyl-2H-tetrazol-5-yl)-amine). Run in ClCCl (dichloromethane), ClCCl (dichloromethane). Conditions: time 14 hour. The product is FC(C=1C=C(CN([C@H]2CCCN(C=3C2=CC=2COCC2C3)C(C(CC)CC)=O)C=3N=NN(N3)C)C=C(C1)C(F)(F)F)(F)F ((S)-1-{9-[(3,5-Bis-trifluoromethyl-benzyl)-(2-methyl-2H-tetrazol-5-yl)-amino]-1,3,6,7,8,9-hexahydro-2-oxa-5-aza-cyclohepta[f]inden-5-yl}-2-ethyl-butan-1-one). Reaction SMILES: N1C=CC=CC=1.[CH2:7]([CH:9]([CH2:13][CH3:14])[C:10](Cl)=[O:11])[CH3:8].[F:15][C:16]([F:50])([F:49])[C:17]1[CH:18]=[C:19]([CH:42]=[C:43]([C:45]([F:48])([F:47])[F:46])[CH:44]=1)[CH2:20][N:21]([C@@H:28]1[C:34]2=[CH:35][C:36]3[CH2:37][O:38][CH2:39][C:40]=3[CH:41]=[C:33]2[NH:32][CH2:31][CH2:30][CH2:29]1)[C:22]1[N:23]=[N:24][N:25]([CH3:27])[N:26]=1.O>ClCCl>[F:50][C:16]([F:15])([F:49])[C:17]1[CH:18]=[C:19]([CH:42]=[C:43]([C:45]([F:46])([F:47])[F:48])[CH:44]=1)[CH2:20][N:21]([C:22]1[N:23]=[N:24][N:25]([CH3:27])[N:26]=1)[C@@H:28]1[C:34]2=[CH:35][C:36]3[CH2:37][O:38][CH2:39][C:40]=3[CH:41]=[C:33]2[N:32]([C:10](=[O:11])[CH:9]([CH2:13][CH3:14])[CH2:7][CH3:8])[CH2:31][CH2:30][CH2:29]1. Procedure: Add pyridine (0.35 mmol) followed by 2-ethyl-butyryl chloride (0.35 mmol) to a solution of (S)-(3,5-Bis-trifluoromethyl-benzyl)-(3,5,6,7,8,9-hexahydro-1H-2-oxa-5-aza-cyclohepta[f]inden-9-yl)-(2-methyl-2H-tetrazol-5-yl)-amine (Example 73, Step 7) (0.17 mmol) in dichloromethane (3 mL). After stirring at room temperature for 14 h, dilute the reaction with dichloromethane (10 mL) followed by water (10 mL). Separate the organic phase and wash the aqueous with dichloromethane (2×10 mL). Dry the combin... Starting materials: C(C)(=O)C=1C(OC(=C(C1O)C(C)=O)O)=O (3,5-diacetyl-4,6-dihydroxy-2H-pyran-2-one), C(C)(=O)NC=1C=C(N)C=C(C1)NC(C)=O (3,5-bis-acetamidoaniline). As a reaction SMILES: [C:1]([C:4]1[C:5](=[O:15])[O:6][C:7]([OH:14])=[C:8]([C:11](=[O:13])[CH3:12])[C:9]=1[OH:10])(=O)[CH3:2].[C:16]([NH:19][C:20]1[CH:21]=[C:22]([CH:24]=[C:25]([NH:27][C:28](=[O:30])[CH3:29])[CH:26]=1)[NH2:23])(=[O:18])[CH3:17]>CO>[C:11]([C:8]1[C:7](=[O:14])[O:6][C:5](=[O:15])[C:4](=[C:1]([NH:23][C:22]2[CH:24]=[C:25]([NH:27][C:28](=[O:30])[CH3:29])[CH:26]=[C:20]([NH:19][C:16](=[O:18])[CH3:17])[CH:21]=2)[CH3:2])[C:9]=1[OH:10])(=[O:13])[CH3:12]. Solvent: CO (methanol), CO (methanol). Procedure details: To a refluxing mixture of 0.96 g. (0.0045 mol) of 3,5-diacetyl-4,6-dihydroxy-2H-pyran-2-one in 35 ml. of methanol was added a solution of 1 g. (0.0045 mol) of 3,5-bis-acetamidoaniline (prepared as above) in 15 ml. of methanol. After three hours at reflux, the reaction mixture was cooled and filtered to yield 5-acetyl-4-hydroxy-3-[1-(3,5-bis-acetamidophenylamino)ethylidene]-2H-pyran-2,6(3H)-dione, m.p. 265°-267° C. (dec.). Product: C(C)(=O)C1=C(C(C(OC1=O)=O)=C(C)NC1=CC(=CC(=C1)NC(C)=O)NC(C)=O)O (5-acetyl-4-hydroxy-3-[1-(3,5-bis-acetamidophenylamino)ethylidene]-2H-pyran-2,6(3H)-dione). Reactants: O=C([O-])O, CNC, Cn1c2c(c3ccccc31)C(=O)CCCC2, CCO, Cl, Cl, [Na+]. Product: CN(C)CC1CCCc2c(c3ccccc3n2C)C1=O, Cl. RXN SMILES: [C:22](=[O:23])([OH:24])[O-:25].[CH3:18][NH:19][CH3:20].[CH3:1][n:2]1[c:3]2[c:4]([c:5]3[cH:6][cH:7][cH:8][cH:9][c:10]13)[C:11](=[O:16])[CH2:12][CH2:13][CH2:14][CH2:15]2.[CH3:27][CH2:28][OH:29].[ClH:17].[ClH:21].[Na+:26]>>[CH3:1][n:2]1[c:3]2[c:4]([c:5]3[cH:6][cH:7][cH:8][cH:9][c:10]13)[C:11](=[O:16])[CH:12]([CH2:22][N:19]([CH3:18])[CH3:20])[CH2:13][CH2:14][CH2:15]2.[ClH:17]. The product is COC(=O)COCc1cccc(C2(OC)CCOCC2)c1. Starting materials: COC(=O)CO, COC1(c2cccc(CBr)c2)CCOCC1, [H-], [Na+], CN(C)C=O. As a reaction SMILES: [C:1]([CH2:2][OH:3])(=[O:4])[O:5][CH3:6].[CH3:9][O:10][C:11]1([c:17]2[cH:18][c:19]([CH2:23][Br:24])[cH:20][cH:21][cH:22]2)[CH2:12][CH2:13][O:14][CH2:15][CH2:16]1.[H-:7].[Na+:8].[O:25]=[CH:26][N:27]([CH3:28])[CH3:29]>>[C:1]([CH2:2][O:3][CH2:23][c:19]1[cH:18][c:17]([C:11]2([O:10][CH3:9])[CH2:12][CH2:13][O:14][CH2:15][CH2:16]2)[cH:22][cH:21][cH:20]1)(=[O:4])[O:5][CH3:6].